The task is: describe an organic reaction: reactants, conditions, products, and yield. This data is from the Open Reaction Database (ORD), a public repository of structured organic reaction records. Reactants: C1(=CC=CC=C1)C(OP1OCC2(CO1)COP(OC2)OC(C2=CC=CC=C2)C2=CC=CC=C2)C2=CC=CC=C2 (3,9-bis(diphenylmethoxy)-2,4,8,10-tetraoxa-3,9-diphosphaspiro[5,5]undecane), C1(=CC=CC=C1)C(C1=CC=CC=C1)Br (diphenylmethyl bromide). Reaction conditions: time 15 minute. Yields the product C1OPOCC12COPOC2 (2,4,8,10-tetraoxa-3,9-diphosphaspiro[5,5]undecane). The yield is 203.0%. Reaction SMILES: C1(C(C2C=CC=CC=2)O[P:9]2[O:14][CH2:13][C:12]3([CH2:19][O:18][P:17](OC(C4C=CC=CC=4)C4C=CC=CC=4)[O:16][CH2:15]3)[CH2:11][O:10]2)C=CC=CC=1.C1(C(Br)C2C=CC=CC=2)C=CC=CC=1>>[CH2:19]1[C:12]2([CH2:11][O:10][PH:9][O:14][CH2:13]2)[CH2:15][O:16][PH:17][O:18]1. Reported procedure: 560.5 g (1.0 mol) of 3,9-bis(diphenylmethoxy)-2,4,8,10-tetraoxa-3,9-diphosphaspiro[5,5]undecane and 494.3 g (2.0 mol) of diphenylmethyl bromide were charged into a reactor equipped with a stirrer, thermometer and capacitor, and dry nitrogen was caused to flow into the reactor under agitation at room temperature. Thereafter, heating was started with an oil bath which was kept at 150° C. for 15 minutes. The oil bath was removed to cool the reactor to room temperature. 2,000 ml of acetone was added... The reactants are COC([C@H](CNC(=O)C1=NN2C(C(N(CC2)CCC2CCN(CC2)C(=O)OC(C)(C)C)=O)=C1)NC(=O)OCC1=CC=CC=C1)=O (Methyl-2(S)-[(CBZ)amino]-3[[[4,5,6,7-tetrahydro-4-oxo-5-[2(N-Boc-piperidin-4-yl)ethyl]pyrazolo[1,5-a]pyrazin-2-yl]carbonyl]amino]-propionate). Reagents/catalysts: [Pd] (Pd). Solvent: CO (CH3OH). Conditions: time 48 hour. Yields the product COC([C@H](CNC(=O)C1=NN2C(C(N(CC2)CCC2CCN(CC2)C(=O)OC(C)(C)C)=O)=C1)N)=O (Methyl-2(S)amino-3-[[[4,5,6,7-tetrahydro-4-oxo-5-[2(N-Boc-piperidin-4-yl)ethyl]pyrazolo[1,5-a]pyrazin-2-yl]carbonyl]amino]propionate). As a reaction SMILES: [CH3:1][O:2][C:3](=[O:45])[C@@H:4]([NH:34]C(OCC1C=CC=CC=1)=O)[CH2:5][NH:6][C:7]([C:9]1[CH:33]=[C:12]2[C:13](=[O:32])[N:14]([CH2:17][CH2:18][CH:19]3[CH2:24][CH2:23][N:22]([C:25]([O:27][C:28]([CH3:31])([CH3:30])[CH3:29])=[O:26])[CH2:21][CH2:20]3)[CH2:15][CH2:16][N:11]2[N:10]=1)=[O:8]>CO.[Pd]>[CH3:1][O:2][C:3](=[O:45])[C@@H:4]([NH2:34])[CH2:5][NH:6][C:7]([C:9]1[CH:33]=[C:12]2[C:13](=[O:32])[N:14]([CH2:17][CH2:18][CH:19]3[CH2:20][CH2:21][N:22]([C:25]([O:27][C:28]([CH3:31])([CH3:30])[CH3:29])=[O:26])[CH2:23][CH2:24]3)[CH2:15][CH2:16][N:11]2[N:10]=1)=[O:8]. Procedure: To 4-2 (6.3 g, 10.26 mmol) in 700 ml CH3OH was added 650 mg 10% Pd on C and the resulting mixture stirred under 1 atm of H2 for 48 h. The catalyst was removed by filtration through celite and the filtrate concentrated to give a colorless glass which was triturated with Et2 O and filtered to afford 4-3 as a white solid. Starting materials: ClCC=1SC2=C(N1)C=CC=C2 (2-chloromethylbenzothiazole), ice water, [H-].[Na+] (sodium hydride), CC=1C=C(C=CC1[N+](=O)[O-])O (3-methyl-4-nitrophenol). The solvent is CN(C=O)C (dimethylformamide), CN(C=O)C (dimethylformamide). Run at time 2 hour. Yields the product S1C(=NC2=C1C=CC=C2)COC2=CC(=C(C=C2)[N+](=O)[O-])C (O-(Benzothiazol-2-ylmethyl)-3-methyl-4-nitrophenol). Yield: 63.0%. Reaction SMILES: [H-].[Na+].[CH3:3][C:4]1[CH:5]=[C:6]([OH:13])[CH:7]=[CH:8][C:9]=1[N+:10]([O-:12])=[O:11].Cl[CH2:15][C:16]1[S:17][C:18]2[CH:24]=[CH:23][CH:22]=[CH:21][C:19]=2[N:20]=1>CN(C)C=O>[S:17]1[C:18]2[CH:24]=[CH:23][CH:22]=[CH:21][C:19]=2[N:20]=[C:16]1[CH2:15][O:13][C:6]1[CH:7]=[CH:8][C:9]([N+:10]([O-:12])=[O:11])=[C:4]([CH3:3])[CH:5]=1 |f:0.1|. Reported procedure: 23.0 g of sodium hydride (as a 60% w/w dispersion in mineral oil) were added to a solution of 80.0 g of 3-methyl-4-nitrophenol in 700 ml of dimethylformamide cooled in an ice-water bath. The resulting mixture was stirred at the same temperature for 20 minutes, at the end of which time a solution of 95.9 g of 2-chloromethylbenzothiazole in 50 ml of dimethylformamide was added to the reaction mixture. The temperature of the resulting mixture was elevated to 80° C. and the mixture was then stirred ... Reactants: NC1=C(N=C(S1)NC1=CC2=CC=CC=C2C=C1)C(=O)OCC (ethyl 5-amino-2-(naphthalen-2-ylamino)thiazole-4-carboxylate), FC1=CC=C(C(=O)Cl)C=C1 (4-fluorobenzoyl chloride). The solvent is CCOC(=O)C (EtOAc), N1=CC=CC=C1 (pyridine). Run at time 8 hour. Yields the product FC1=CC=C(C(=O)NC2=C(N=C(S2)NC2=CC3=CC=CC=C3C=C2)C(=O)OCC)C=C1 (Ethyl 5-(4-fluorobenzamido)-2-(naphthalen-2-ylamino)thiazole-4-carboxylate). Yield: 59.5%. Reaction SMILES: [NH2:1][C:2]1[S:6][C:5]([NH:7][C:8]2[CH:17]=[CH:16][C:15]3[C:10](=[CH:11][CH:12]=[CH:13][CH:14]=3)[CH:9]=2)=[N:4][C:3]=1[C:18]([O:20][CH2:21][CH3:22])=[O:19].[F:23][C:24]1[CH:32]=[CH:31][C:27]([C:28](Cl)=[O:29])=[CH:26][CH:25]=1>N1C=CC=CC=1.CCOC(C)=O>[F:23][C:24]1[CH:32]=[CH:31][C:27]([C:28]([NH:1][C:2]2[S:6][C:5]([NH:7][C:8]3[CH:17]=[CH:16][C:15]4[C:10](=[CH:11][CH:12]=[CH:13][CH:14]=4)[CH:9]=3)=[N:4][C:3]=2[C:18]([O:20][CH2:21][CH3:22])=[O:19])=[O:29])=[CH:26][CH:25]=1. Reported procedure: To a solution of ethyl 5-amino-2-(naphthalen-2-ylamino)thiazole-4-carboxylate (170 mg, 0.54 mmol) in pyridine (3 mL) was added 4-fluorobenzoyl chloride (0.09 mL, 0.81 mmol) at 0° C. The mixture was allowed to warm to rt, and stirred overnight. The reaction mixture was diluted with EtOAc, and washed with water. The organic layer was dried over Na2SO4 and concentrated in vacuo. The residue was triturated with EtOAc, and the resulting solids were collected by filtration to give 140 mg (59% Yield) o...